Dataset: the Open Reaction Database (ORD), a public repository of structured organic reaction records. Task: describe an organic reaction: reactants, conditions, products, and yield Reactants: O (water), O=C1NC(=C2C1=C(NC2=O)C=2SC=CC2)C=2SC=CC2 (2,5-dihydro-1,4-dioxo-3,6-dithienylpyrrolo[3,4-c]-pyrrole), C(=O)([O-])[O-].[K+].[K+] (K2CO3), C(CCCCCCC)C(CBr)CCCCCCCCCC (2-octyl-1-dodecylbromide). Solvent: CN(C=O)C (N,N-dimethylformamide). Reaction conditions: temperature 120 celsius. The product is C(CCCCCCC)C(CN1C(C2=C(N(C(C2=C1C=1SC=CC1)=O)CC(CCCCCCCCCC)CCCCCCCC)C=1SC=CC1)=O)CCCCCCCCCC (N,N′-bis(2-octyl1-dodecyl)-3,6-dithienyl-1,4-diketopyrrolo[3,4-c]pyrrole). Yield: 54.0%. Reaction SMILES: O=[C:2]1[C:6]2=[C:7]([C:11]3[S:12][CH:13]=[CH:14][CH:15]=3)[NH:8][C:9](=[O:10])[C:5]2=[C:4]([C:16]2[S:17][CH:18]=[CH:19][CH:20]=2)[NH:3]1.[C:21]([O-:24])([O-])=O.[K+].[K+].[CH2:27]([CH:35]([CH2:38][CH2:39][CH2:40][CH2:41][CH2:42][CH2:43][CH2:44][CH2:45][CH2:46][CH3:47])[CH2:36]Br)[CH2:28][CH2:29][CH2:30][CH2:31][CH2:32][CH2:33][CH3:34].O>CN(C)C=O>[CH2:27]([CH:35]([CH2:38][CH2:39][CH2:40][CH2:41][CH2:42][CH2:43][CH2:44][CH2:45][CH2:46][CH3:47])[CH2:2][N:3]1[C:4]([C:16]2[S:17][CH:18]=[CH:19][CH:20]=2)=[C:5]2[C:6](=[C:7]([C:11]3[S:12][CH:13]=[CH:14][CH:15]=3)[N:8]([CH2:36][CH:35]([CH2:27][CH2:28][CH2:29][CH2:30][CH2:31][CH2:32][CH2:33][CH3:34])[CH2:38][CH2:39][CH2:40][CH2:41][CH2:42][CH2:43][CH2:44][CH2:45][CH2:46][CH3:47])[C:9]2=[O:10])[C:21]1=[O:24])[CH2:28][CH2:29][CH2:30][CH2:31][CH2:32][CH2:33][CH3:34] |f:1.2.3|. Reported procedure: In a three-neck, oven dried, 250 ml round bottom flask, 2,5-dihydro-1,4-dioxo-3,6-dithienylpyrrolo[3,4-c]-pyrrole (2), (7.0 g. 23.30 mmol) and anhydrous K2CO3 (8.95 g, 69.91 mmol) were dissolved in 250 ml of anhydrous N,N-dimethylformamide (DMF), and heated to 120° C. under argon for 1 h. 2-octyl-1-dodecylbromide (25.27 g, 69.91 mmol) was then added dropwise, and the reaction mixture was further stirred and heated overnight at 130° C. The reaction mixture was cooled to room temperature and then ... The reactants are CC#N, Clc1cc(Cl)ncn1, OB(O)c1ccc(C(F)(F)F)cc1, N#N, [Na+], [Na+], O=C([O-])[O-], c1ccc(P(c2ccccc2)(c2ccccc2)[Pd](P(c2ccccc2)(c2ccccc2)c2ccccc2)(P(c2ccccc2)(c2ccccc2)c2ccccc2)P(c2ccccc2)(c2ccccc2)c2ccccc2)cc1. The product is FC(F)(F)c1ccc(-c2cc(Cl)ncn2)cc1. Reaction SMILES: [CH3:107][C:108]#[N:109].[Cl:1][c:2]1[n:3][cH:4][n:5][c:6]([Cl:8])[cH:7]1.[F:9][C:10]([c:11]1[cH:12][cH:13][c:14]([B:17]([OH:18])[OH:19])[cH:15][cH:16]1)([F:20])[F:21].[N:28]#[N:29].[Na+:22].[Na+:23].[O-:24][C:25](=[O:26])[O-:27].[cH:30]1[cH:31][cH:32][c:33]([P:34]([Pd:35]([P:36]([c:37]2[cH:38][cH:39][cH:40][cH:41][cH:42]2)([c:43]2[cH:44][cH:45][cH:46][cH:47][cH:48]2)[c:49]2[cH:50][cH:51][cH:52][cH:53][cH:54]2)([P:55]([c:56]2[cH:57][cH:58][cH:59][cH:60][cH:61]2)([c:62]2[cH:63][cH:64][cH:65][cH:66][cH:67]2)[c:68]2[cH:69][cH:70][cH:71][cH:72][cH:73]2)[P:74]([c:75]2[cH:76][cH:77][cH:78][cH:79][cH:80]2)([c:81]2[cH:82][cH:83][cH:84][cH:85][cH:86]2)[c:87]2[cH:88][cH:89][cH:90][cH:91][cH:92]2)([c:93]2[cH:94][cH:95][cH:96][cH:97][cH:98]2)[c:99]2[cH:100][cH:101][cH:102][cH:103][cH:104]2)[cH:105][cH:106]1>>[Cl:1][c:2]1[n:3][cH:4][n:5][c:6](-[c:14]2[cH:13][cH:12][c:11]([C:10]([F:9])([F:20])[F:21])[cH:16][cH:15]2)[cH:7]1. Reactants: C(C)OC=1C(=CC(=C(C1)C(C(=O)O)OC)F)OCCO ((RS)-[5-Ethoxy-2-fluoro-4-(2-hydroxy-ethoxy)-phenyl]-methoxy-acetic acid), NCC1=CC=C(C#N)C=C1 (4-aminomethyl benzonitrile). Product: C(#N)C1=CC=C(CNC(C(OC)C2=C(C=C(C(=C2)OCC)OCCO)F)=O)C=C1 ((RS)-N-(4-cyano-benzyl)-2-[5-ethoxy-2-fluoro-4-(2-hydroxy-ethoxy)-phenyl]-2-methoxy-acetamide). RXN SMILES: [CH2:1]([O:3][C:4]1[C:5]([O:17][CH2:18][CH2:19][OH:20])=[CH:6][C:7]([F:16])=[C:8]([CH:10]([O:14][CH3:15])[C:11]([OH:13])=O)[CH:9]=1)[CH3:2].[NH2:21][CH2:22][C:23]1[CH:30]=[CH:29][C:26]([C:27]#[N:28])=[CH:25][CH:24]=1>>[C:22]([C:23]1[CH:30]=[CH:29][C:26]([CH2:27][NH:28][C:11](=[O:13])[CH:10]([C:8]2[CH:9]=[C:4]([O:3][CH2:1][CH3:2])[C:5]([O:17][CH2:18][CH2:19][OH:20])=[CH:6][C:7]=2[F:16])[O:14][CH3:15])=[CH:25][CH:24]=1)#[N:21]. Reported procedure: (RS)-[5-Ethoxy-2-fluoro-4-(2-hydroxy-ethoxy)-phenyl]-methoxy-acetic acid was coupled with 4-aminomethyl benzonitrile according to general procedure B to give (RS)-N-(4-cyano-benzyl)-2-[5-ethoxy-2-fluoro-4-(2-hydroxy-ethoxy)-phenyl]-2-methoxy-acetamide. Light yellow oil. MS 403.4 ([M+H]+) Reactants: bromo ester, C(=O)([O-])[O-].[Cs+].[Cs+] (Cs2CO3), C(C1=CC=CC=C1)OC1=CC(=C(C=C1)O)C(C1=CC=CC=C1)O (4-Benzyloxy-2-(hydroxy-phenyl-methyl)-phenol), C(=O)([O-])[O-].[Cs+].[Cs+] (Cs2CO3), BrC(C(=O)OCC)(C)C (ethyl bromoisobutyrate). Solvent: CN(C)C=O (DMF). Reaction conditions: temperature 55 celsius. Yields the product C(C)OC(C(C)(C)OC1=C(C=C(C=C1)OCC1=CC=CC=C1)C(C1=CC=CC=C1)O)=O (2-[4-Benzyloxy-2-(hydroxy-phenyl-methyl)-phenoxy]-2-methyl-propionic acid ethyl ester). Yield: 65.0%. Reaction SMILES: [CH2:1]([O:8][C:9]1[CH:14]=[CH:13][C:12]([OH:15])=[C:11]([CH:16]([OH:23])[C:17]2[CH:22]=[CH:21][CH:20]=[CH:19][CH:18]=2)[CH:10]=1)[C:2]1[CH:7]=[CH:6][CH:5]=[CH:4][CH:3]=1.C([O-])([O-])=O.[Cs+].[Cs+].Br[C:31]([CH3:38])([CH3:37])[C:32]([O:34][CH2:35][CH3:36])=[O:33]>CN(C=O)C>[CH2:35]([O:34][C:32](=[O:33])[C:31]([O:15][C:12]1[CH:13]=[CH:14][C:9]([O:8][CH2:1][C:2]2[CH:3]=[CH:4][CH:5]=[CH:6][CH:7]=2)=[CH:10][C:11]=1[CH:16]([OH:23])[C:17]1[CH:18]=[CH:19][CH:20]=[CH:21][CH:22]=1)([CH3:38])[CH3:37])[CH3:36] |f:1.2.3|. Procedure: 4-Benzyloxy-2-(hydroxy-phenyl-methyl)-phenol (690 mg, 2.25 mmol) and Cs2CO3 (734 mg, 2.25 mmol) in DMF (7 mL) was treated with ethyl bromoisobutyrate (0.66 mL, 4.5 mmol) and heated at 55° C. for 16 h. Additional bromo ester (0.40 mL, 1.23 mmol) and Cs2CO3 (400 mg, 1.23 mmol) were added and the reaction mixture was heated for 40 h. The mixture was cooled and partitioned between ethyl acetate (30 mL) and H2O (10 mL). The organic layer was washed with brine (10 mL), dried (Na2SO4), and concentrated...